This data is from the Open Reaction Database (ORD), a public repository of structured organic reaction records. The task is: describe an organic reaction: reactants, conditions, products, and yield The reactants are [H-].[Na+] (sodium hydride), S(=O)(=O)(OC)OC (dimethyl sulfate), ice water, N1=CC=C(C=C1)NC1=CSC2=NC=CC=C21 (3-(4-pyridinylamino)thieno[2,3-b]pyridine), ice. Run in CN(C=O)C (dimethylformamide), CN(C=O)C (dimethylformamide), CN(C=O)C (dimethylformamide). The product is CN(C1=CSC2=NC=CC=C21)C2=CC=NC=C2 (3-(Methyl-4-pyridinylamino)thieno[2,3-b]pyridine). Yield: 70.6%. Reaction SMILES: [N:1]1[CH:6]=[CH:5][C:4]([NH:7][C:8]2[C:16]3[C:11](=[N:12][CH:13]=[CH:14][CH:15]=3)[S:10][CH:9]=2)=[CH:3][CH:2]=1.[H-].[Na+].S(OC)(O[CH3:23])(=O)=O>CN(C)C=O>[CH3:23][N:7]([C:4]1[CH:5]=[CH:6][N:1]=[CH:2][CH:3]=1)[C:8]1[C:16]2[C:11](=[N:12][CH:13]=[CH:14][CH:15]=2)[S:10][CH:9]=1 |f:1.2|. Procedure details: A solution of 3-(4-pyridinylamino)thieno[2,3-b]pyridine (4 g) in 25 mL of dimethylformamide was added to an ice-cooled suspension of sodium hydride (60% oil dispersion, 0.85 g, washed with heptane) in 5 mL of dimethylformamide. After anion formation was completed a solution of dimethyl sulfate (2.4 g) in 5 mL of dimethylformamide was added. After one hour the reaction mixture was poured into ice-water and extracted with ethyl acetate. The organic extract was washed with water and saturated sodiu... Reactants: FCCO (2-fluoroethanol), [N+](=O)([O-])C1=C(C=CC(=C1)[N+](=O)[O-])S(=O)(=O)Cl (2,4-dinitrobenzene-1-sulfonyl chloride), C(Cl)(Cl)Cl (CHCl3). Run in N1=C(C=CC=C1C)C (2,6-lutidine). Conditions: time 10 minute. Product: [N+](=O)([O-])C1=C(C=CC(=C1)[N+](=O)[O-])S(=O)(=O)OCCF (2-fluoroethyl 2,4-dinitrobenzenesulfonate). RXN SMILES: [F:1][CH2:2][CH2:3][OH:4].[N+:5]([C:8]1[CH:13]=[C:12]([N+:14]([O-:16])=[O:15])[CH:11]=[CH:10][C:9]=1[S:17](Cl)(=[O:19])=[O:18])([O-:7])=[O:6].C(Cl)(Cl)Cl>N1C(C)=CC=CC=1C>[N+:5]([C:8]1[CH:13]=[C:12]([N+:14]([O-:16])=[O:15])[CH:11]=[CH:10][C:9]=1[S:17]([O:4][CH2:3][CH2:2][F:1])(=[O:19])=[O:18])([O-:7])=[O:6]. Procedure: To a solution of 2-fluoroethanol (1.28 g, 20 mmol) in 2,6-lutidine (20 mL) at −10° C. was added 2,4-dinitrobenzene-1-sulfonyl chloride LVI (4.91 g, 18.7 mmol) in portions. A precipitate formed so CHCl3 (50 mL) was added to the reaction mixture in order to ensure efficient stirring. After 10 min, the mixture was washed with cold 10% aqueous HCl (150 mL) and water (2×50 mL). The organic phase was dried over Na2SO4, filtered and concentrated under reduced pressure. The crude product was purified by...